From a dataset of the Open Reaction Database (ORD), a public repository of structured organic reaction records. describe an organic reaction: reactants, conditions, products, and yield The reactants are CCOC(C)=O, C(=NC1CCCCC1)=NC1CCCCC1, O=C(O)Cc1ccc(O)c(Cl)c1, ClCCl, Oc1cc(Cl)c(Cl)cc1Cl. Yields the product O=C(Cc1ccc(O)c(Cl)c1)Oc1cc(Cl)c(Cl)cc1Cl. As a reaction SMILES: [CH3:38][CH2:39][O:40][C:41](=[O:42])[CH3:43].[CH:23]1([N:24]=[C:25]=[N:26][CH:27]2[CH2:28][CH2:29][CH2:30][CH2:31][CH2:32]2)[CH2:33][CH2:34][CH2:35][CH2:36][CH2:37]1.[Cl:1][c:2]1[cH:3][c:4]([CH2:9][C:10](=[O:11])[OH:12])[cH:5][cH:6][c:7]1[OH:8].[Cl:44][CH2:45][Cl:46].[OH:13][c:14]1[cH:15][c:16]([Cl:17])[c:18]([Cl:19])[cH:20][c:21]1[Cl:22]>>[Cl:1][c:2]1[cH:3][c:4]([CH2:9][C:10](=[O:11])[O:12][c:14]2[cH:15][c:16]([Cl:17])[c:18]([Cl:19])[cH:20][c:21]2[Cl:22])[cH:5][cH:6][c:7]1[OH:8]. The reactants are C([O-])([O-])=O.[Na+].[Na+] (sodium carbonate), Cl (HCl), Cl (HCl), B(OC(C)C)(OC(C)C)OC(C)C (Triisopropyl borate), BrC1=CC=C(C=C1)S(=O)(=O)N1CCN(CC1)C (1-[(4-bromophenyl)sulfonyl]-4-methylpiperazine), C(CCC)[Li] (n-butyllithium), NC=1C(=NC(=CN1)Br)C(=O)NCCC=1SC=CC1 (3-Amino-6-bromo-N-(2-thien-2-ylethyl)pyrazine-2-carboxamide). Reagents/catalysts: C1=CC=C(C=C1)P([C-]2C=CC=C2)C3=CC=CC=C3.C1=CC=C(C=C1)P([C-]2C=CC=C2)C3=CC=CC=C3.Cl[Pd]Cl.[Fe+2] (Pd(dppf)Cl2). Run in O1CCCC1 (tetrahydrofuran). Reaction conditions: time 10 minute. Product: Cl.NC=1C(=NC(=CN1)C1=CC=C(C=C1)S(=O)(=O)N1CCN(CC1)C)C(=O)NCCC=1SC=CC1 (3-Amino-6-{4-[(4-methylpiperazin-1-yl)sulfonyl]phenyl}-N-(2-thien-2-ylethyl)pyrazine-2-carboxamide hydrochloride). Isolated yield 5.8%. As a reaction SMILES: B(OC(C)C)(OC(C)C)OC(C)C.Br[C:15]1[CH:20]=[CH:19][C:18]([S:21]([N:24]2[CH2:29][CH2:28][N:27]([CH3:30])[CH2:26][CH2:25]2)(=[O:23])=[O:22])=[CH:17][CH:16]=1.C([Li])CCC.[ClH:36].C(=O)([O-])[O-].[Na+].[Na+].[NH2:43][C:44]1[C:45]([C:51]([NH:53][CH2:54][CH2:55][C:56]2[S:57][CH:58]=[CH:59][CH:60]=2)=[O:52])=[N:46][C:47](Br)=[CH:48][N:49]=1>O1CCCC1.C1C=CC(P(C2C=CC=CC=2)[C-]2C=CC=C2)=CC=1.C1C=CC(P(C2C=CC=CC=2)[C-]2C=CC=C2)=CC=1.Cl[Pd]Cl.[Fe+2]>[ClH:36].[NH2:43][C:44]1[C:45]([C:51]([NH:53][CH2:54][CH2:55][C:56]2[S:57][CH:58]=[CH:59][CH:60]=2)=[O:52])=[N:46][C:47]([C:15]2[CH:20]=[CH:19][C:18]([S:21]([N:24]3[CH2:29][CH2:28][N:27]([CH3:30])[CH2:26][CH2:25]3)(=[O:23])=[O:22])=[CH:17][CH:16]=2)=[CH:48][N:49]=1 |f:4.5.6,9.10.11.12,13.14|. Reported procedure: Triisopropyl borate (0.82 mL, 3.6 mmol) was added to a stirred solution of 1-[(4-bromophenyl)sulfonyl]-4-methylpiperazine (0.38 g, 1.2 mmol; described: in Keasling, H. H. et el. J. Med. Chem. 1965, 8, 549-550) in anhydrous tetrahydrofuran (115 mL) at −78° C. under an atmosphere of nitrogen, followed by dropwise addition of n-butyllithium (2.4 mL, 3.6 mmol) over 10 min. The resulting mixture was allowed to warm up to room temperature and was stirred for another 10 min at ambient temperature. Aque...